This data is from the Open Reaction Database (ORD), a public repository of structured organic reaction records. The task is: describe an organic reaction: reactants, conditions, products, and yield As a reaction SMILES: [CH:12](=[O:13])[c:14]1[cH:15][cH:16][cH:17][cH:18][cH:19]1.[NH2:1][CH2:2][C:3](=[O:4])[OH:5].[Na+:6].[Na+:7].[O-:8][C:9](=[O:10])[O-:11].[O:20]=[C:21]1[CH2:22][NH:23][C:24](=[O:25])[NH:26]1.[OH2:27]>>[CH:12]([c:14]1[cH:15][cH:16][cH:17][cH:18][cH:19]1)=[C:22]1[C:21](=[O:20])[NH:26][C:24](=[O:25])[NH:23]1. The product is O=C1NC(=O)C(=Cc2ccccc2)N1. Reactants: O=Cc1ccccc1, NCC(=O)O, [Na+], [Na+], O=C([O-])[O-], O=C1CNC(=O)N1, O. Starting materials: C(C1=CC=CC=C1)N1C=C(C[C@H](NC(=O)OC(C)(C)C)C(=O)OCC2=CC=CC=C2)C2=CC=CC=C12 (Benzyl 1-Benzyl-N-tert-Butoxycarbonyl-L-Tryptophanate), Cl.O1CCOCC1 (hydrogen chloride dioxane). The solvent is C(Cl)Cl (methylene chloride). Yields the product Cl.C(C1=CC=CC=C1)N1C=C(C[C@H](N)C(=O)OCC2=CC=CC=C2)C2=CC=CC=C12 (Benzyl 1-Benzyl-L-Tryptophanate Hydrochloride). The yield is 81.0%. As a reaction SMILES: [CH2:1]([N:8]1[C:36]2[C:31](=[CH:32][CH:33]=[CH:34][CH:35]=2)[C:10]([CH2:11][C@@H:12]([C:21]([O:23][CH2:24][C:25]2[CH:30]=[CH:29][CH:28]=[CH:27][CH:26]=2)=[O:22])[NH:13]C(OC(C)(C)C)=O)=[CH:9]1)[C:2]1[CH:7]=[CH:6][CH:5]=[CH:4][CH:3]=1.[ClH:37].O1CCOCC1>C(Cl)Cl>[ClH:37].[CH2:1]([N:8]1[C:36]2[C:31](=[CH:32][CH:33]=[CH:34][CH:35]=2)[C:10]([CH2:11][C@@H:12]([C:21]([O:23][CH2:24][C:25]2[CH:30]=[CH:29][CH:28]=[CH:27][CH:26]=2)=[O:22])[NH2:13])=[CH:9]1)[C:2]1[CH:7]=[CH:6][CH:5]=[CH:4][CH:3]=1 |f:1.2,4.5|. Reported procedure: The same procedures as in Example 143 were carried out from the compound obtained in Example 152 (12.2 g), 4 mol/L of hydrogen chloride-dioxane solution (31 mL), and methylene chloride (300 mL), to give the captioned compound (8.6 g, 81%) as crystals. Starting materials: ClC1=CC(=NC=2N1C(=NN2)C)C(=O)OCC (5-chloro-7-ethoxycarbonyl-3-methyl-s-triazolo[4,3-a]pyrimidine), [SH-].[Na+] (sodium hydrosulfide), Cl (hydrochloric acid). Solvent: O (water). Yields the product C(C)OC(=O)C1=NC=2N(C(=C1)S)C(=NN2)C (7-ethoxycarbonyl-5-mercapto-3-methyl-s-triazolo[4,3-a]pyrimidine). Isolated yield 80.8%. RXN SMILES: Cl[C:2]1[N:7]2[C:8]([CH3:11])=[N:9][N:10]=[C:6]2[N:5]=[C:4]([C:12]([O:14][CH2:15][CH3:16])=[O:13])[CH:3]=1.[SH-:17].[Na+].Cl>O>[CH2:15]([O:14][C:12]([C:4]1[CH:3]=[C:2]([SH:17])[N:7]2[C:8]([CH3:11])=[N:9][N:10]=[C:6]2[N:5]=1)=[O:13])[CH3:16] |f:1.2|. Procedure details: The product obtained in Step 2 (4.0 g) was added at a time under ice cooling to a solution of 4.0 g of sodium hydrosulfide in 100 ml of water with stirring in nitrogen, and the mixture was stirred at room temperature overnight. The resulting solution was acidified to pH 1.0 with 6N hydrochloric acid, and the separated crystals were collected by filtration and recrystallized from ethanol, affording 3.2 g of the objective compound as orange crystals.